From a dataset of the Open Reaction Database (ORD), a public repository of structured organic reaction records. describe an organic reaction: reactants, conditions, products, and yield Starting materials: O=C(O)C1C(CS)N(Cc2ccccc2)C(=O)N1Cc1ccccc1, C(=NC1CCCCC1)=NC1CCCCC1, ClC(Cl)Cl, O=C(O)C(F)(F)F, c1ccncc1. Product: O=C1SCC2C1N(Cc1ccccc1)C(=O)N2Cc1ccccc1. As a reaction SMILES: [CH2:1]([c:2]1[cH:3][cH:4][cH:5][cH:6][cH:7]1)[N:8]1[C:9](=[O:25])[N:10]([CH2:18][c:19]2[cH:20][cH:21][cH:22][cH:23][cH:24]2)[CH:11]([C:15](=[O:16])[OH:17])[CH:12]1[CH2:13][SH:14].[CH:33]1([N:34]=[C:35]=[N:36][CH:37]2[CH2:38][CH2:39][CH2:40][CH2:41][CH2:42]2)[CH2:43][CH2:44][CH2:45][CH2:46][CH2:47]1.[CH:48]([Cl:49])([Cl:50])[Cl:51].[OH:26][C:27]([C:28]([F:29])([F:30])[F:31])=[O:32].[cH:52]1[cH:53][cH:54][n:55][cH:56][cH:57]1>>[CH2:1]([c:2]1[cH:3][cH:4][cH:5][cH:6][cH:7]1)[N:8]1[C:9](=[O:25])[N:10]([CH2:18][c:19]2[cH:20][cH:21][cH:22][cH:23][cH:24]2)[CH:11]2[CH:12]1[CH2:13][S:14][C:15]2=[O:16]. The reactants are C[Mg]Br (methyl magnesium bromide), CCOCC (ether), FC1=C(C#N)C(=CC=C1)OC (2-fluoro-6-methoxybenzonitrile). The solvent is C1=CC=CC=C1 (benzene). Yields the product CC(=O)C1=C(C=CC=C1F)OC (2-fluoro-6-methoxyacetophenone). RXN SMILES: C[Mg]Br.[F:4][C:5]1[CH:12]=[CH:11][CH:10]=[C:9]([O:13]C)[C:6]=1C#N.C[CH2:16][O:17][CH2:18][CH3:19]>C1C=CC=CC=1>[CH3:10][C:9]([C:6]1[C:5]([F:4])=[CH:12][CH:11]=[CH:19][C:18]=1[O:17][CH3:16])=[O:13]. Reported procedure: To a flask containing methyl magnesium bromide (1.18 g, 9.93 mmol) in ether is added dropwise 2-fluoro-6-methoxybenzonitrile (0.5 g, 3.31 mmol, Lancaster Synthesis Inc.) in benzene (9 ml). The reaction mixture is refluxed overnight. The reaction is cooled to room temperature and quenched slowly with saturated ammonium chloride (15 ml) and concentrated hydrochloric acid (1 ml). The mixture is extracted with diethyl ether (2×50 ml). The combined organic layers are dried over Na2SO4, filtered, and ... Starting materials: CCCCCCBr, CS(C)=O, CC(=O)c1cc2c(cc1O)C(C)(C)CCC2(C)C. Product: CCCCCCOc1cc2c(cc1C(C)=O)C(C)(C)CCC2(C)C. Reaction SMILES: [Br:19][CH2:20][CH2:21][CH2:22][CH2:23][CH2:24][CH3:25].[CH3:26][S:27]([CH3:28])=[O:29].[OH:1][c:2]1[c:3]([C:16]([CH3:17])=[O:18])[cH:4][c:5]2[c:10]([cH:11]1)[C:9]([CH3:12])([CH3:13])[CH2:8][CH2:7][C:6]2([CH3:14])[CH3:15]>>[O:1]([c:2]1[c:3]([C:16]([CH3:17])=[O:18])[cH:4][c:5]2[c:10]([cH:11]1)[C:9]([CH3:12])([CH3:13])[CH2:8][CH2:7][C:6]2([CH3:14])[CH3:15])[CH2:20][CH2:21][CH2:22][CH2:23][CH2:24][CH3:25]. Starting materials: C(C)OC(=O)C=1C(=C2C(=C(N1)C#N)N(C=C2)CC2=CC=C(C=C2)F)O (7-cyano-1-(4-fluoro-benzyl)-4-hydroxy-1H-pyrrolo[2,3-c]pyridine-5-carboxylic acid ethyl ester), C(C)(=O)OC(C)=O (acetic anhydride). Run in C(C)N(CC)CC (triethyl amine). Product: C(C)OC(=O)C=1C(=C2C(=C(N1)C#N)N(C=C2)CC2=CC=C(C=C2)F)OC(C)=O (4-Acetoxy-7-cyano-1-(4-fluoro-benzyl)-1H-pyrrolo[2,3-c]pyridine-5-carboxylic acid ethyl ester). As a reaction SMILES: [CH2:1]([O:3][C:4]([C:6]1[C:7]([OH:25])=[C:8]2[CH:16]=[CH:15][N:14]([CH2:17][C:18]3[CH:23]=[CH:22][C:21]([F:24])=[CH:20][CH:19]=3)[C:9]2=[C:10]([C:12]#[N:13])[N:11]=1)=[O:5])[CH3:2].[C:26](OC(=O)C)(=[O:28])[CH3:27]>C(N(CC)CC)C>[CH2:1]([O:3][C:4]([C:6]1[C:7]([O:25][C:26](=[O:28])[CH3:27])=[C:8]2[CH:16]=[CH:15][N:14]([CH2:17][C:18]3[CH:19]=[CH:20][C:21]([F:24])=[CH:22][CH:23]=3)[C:9]2=[C:10]([C:12]#[N:13])[N:11]=1)=[O:5])[CH3:2]. Procedure details: Prepared in analogy to that of Example 120(a) from 7-cyano-1-(4-fluoro-benzyl)-4-hydroxy-1H-pyrrolo[2,3-c]pyridine-5-carboxylic acid ethyl ester, acetic anhydride, and triethyl amine. The title compound, ESI MS (m/z): 382 (M+H)+. The reactants are COC1=CC=C(C=C1)C1(OC2=C(O1)C=CC=C2)C2CCN(CC2)C(CCN)C (3-{4-[2-(4-methoxy-phenyl)-benzo[1,3]dioxol-2-yl]-piperidin-1-yl}-butylamine), CC1=NC=NC(=C1C(=O)O)C (4,6-dimethyl-pyrimidine-5-carboxylic acid). Yields the product COC1=CC=C(C=C1)C1(OC2=C(O1)C=CC=C2)C2CCN(CC2)C(CCNC(=O)C=2C(=NC=NC2C)C)C (4,6-Dimethyl-pyrimidine-5-carboxylic acid (3-{4-[2-(4-methoxy-phenyl)-benzo[1,3]dioxol-2-yl]-piperidin-1-yl}-butyl)-amide). Yield: 62.5%. As a reaction SMILES: [CH3:1][O:2][C:3]1[CH:8]=[CH:7][C:6]([C:9]2([CH:18]3[CH2:23][CH2:22][N:21]([CH:24]([CH3:28])[CH2:25][CH2:26][NH2:27])[CH2:20][CH2:19]3)[O:13][C:12]3[CH:14]=[CH:15][CH:16]=[CH:17][C:11]=3[O:10]2)=[CH:5][CH:4]=1.[CH3:29][C:30]1[C:35]([C:36](O)=[O:37])=[C:34]([CH3:39])[N:33]=[CH:32][N:31]=1>>[CH3:1][O:2][C:3]1[CH:8]=[CH:7][C:6]([C:9]2([CH:18]3[CH2:23][CH2:22][N:21]([CH:24]([CH3:28])[CH2:25][CH2:26][NH:27][C:36]([C:35]4[C:30]([CH3:29])=[N:31][CH:32]=[N:33][C:34]=4[CH3:39])=[O:37])[CH2:20][CH2:19]3)[O:13][C:12]3[CH:14]=[CH:15][CH:16]=[CH:17][C:11]=3[O:10]2)=[CH:5][CH:4]=1. Procedure details: Using general procedure E, 3-{4-[2-(4-methoxy-phenyl)-benzo[1,3]dioxol-2-yl]-piperidin-1-yl}-butylamine (see EXAMPLE 284) (50 mg, 0.13 mmol) and 4,6-dimethyl-pyrimidine-5-carboxylic acid (24 mg, 0.16 mmol) afforded COMPOUND 285 as a white solid (42 mg, 63%). 1H NMR (CDCl3) δ 0.70-0.84 (m, 1H), 0.94 (d, 3H, J=6.6 Hz), 0.95-1.08 (m, 1H), 1.45-1.63 (m, 3H), 1.66-1.80 (m, 1H), 1.86-1.98 (m, 2H), 2.38 (t, 1H, J=11.4 Hz), 2.52 (s, 6H), 2.66-2.84 (m, 3H), 3.22-3.31 (m, 1H), 3.79 (s, 3H), 3.87-3.97 (m, ... Reactants: COC1=CC2=C(SC(=C2OC(C)C)C(=O)O)C=C1 (5-methoxy-3-(1-methylethoxy)benzo[b]thiophene-2-carboxylic acid), NC1=CC=C(C=C1)S(=O)(=O)OC (methyl 4-aminobenzenesulfonate). The product is COC1=CC2=C(SC(=C2OC(C)C)C(=O)NC2=CC=C(C=C2)S(=O)(=O)OC)C=C1 (Methyl 4-[[[5-methoxy-3-(1-methylethoxy)benzo[b]thien-2-yl]carbonyl]amino]benzenesulfonate). Isolated yield 56.0%. As a reaction SMILES: [CH3:1][O:2][C:3]1[CH:18]=[CH:17][C:6]2[S:7][C:8]([C:14]([OH:16])=O)=[C:9]([O:10][CH:11]([CH3:13])[CH3:12])[C:5]=2[CH:4]=1.[NH2:19][C:20]1[CH:25]=[CH:24][C:23]([S:26]([O:29][CH3:30])(=[O:28])=[O:27])=[CH:22][CH:21]=1>>[CH3:1][O:2][C:3]1[CH:18]=[CH:17][C:6]2[S:7][C:8]([C:14]([NH:19][C:20]3[CH:25]=[CH:24][C:23]([S:26]([O:29][CH3:30])(=[O:28])=[O:27])=[CH:22][CH:21]=3)=[O:16])=[C:9]([O:10][CH:11]([CH3:12])[CH3:13])[C:5]=2[CH:4]=1. Procedure: Following a procedure analogous to Example 12, 5-methoxy-3-(1-methylethoxy)benzo[b]thiophene-2-carboxylic acid (300 mg, 1.1 mmol) and 402 mg, 1.8 mmol) methyl 4-aminobenzenesulfonate [obtained by catalytic hydrogenation of methyl 4-nitrobenzenesulfonate (Aldrich) followed by salt formation] provides 295 mg (56%) of product; mp 176.5°-177° C. The reactants are C(CCC)[Li] (n-Butyllithium), solution, C(C)(C)NC(C)C (diisopropylamine), O1CCCC1 (tetrahydrofuran), C(C)(=S)[O-].[K+] (potassium thioacetate), C1(CCC1)C(=O)OCC (ethyl cyclobutanecarboxylate), ICI (diiodomethane). The solvent is hexanes, CN(C=O)C (N,N-dimethylformamide), CN(C=O)C (N,N-dimethylformamide). Conditions: time 30 minute. The product is C(C)(=O)SCC1(CCOCC1)C(=O)OC (Methyl 4-Acetylsulfanylmethyl-tetrahydropyran-4-carboxylate). RXN SMILES: [CH2:1]([Li])[CH2:2][CH2:3][CH3:4].C(NC(C)C)(C)C.C1([C:17]([O:19][CH2:20]C)=[O:18])CCC1.ICI.[C:25]([O-:28])(=[S:27])[CH3:26].[K+].[O:30]1CC[CH2:32][CH2:31]1>CN(C)C=O>[C:25]([S:27][CH2:1][C:2]1([C:17]([O:19][CH3:20])=[O:18])[CH2:32][CH2:31][O:30][CH2:4][CH2:3]1)(=[O:28])[CH3:26] |f:4.5|. Procedure details: n-Butyllithium (49.8 ml of a 1.6 N solution in hexanes) was added gradually to a solution of diisopropylamine (11.2 ml) in tetrahydrofuran (90 ml) cooled in an acetone-cardice bath under an atmosphere of nitrogen. After stirring for 30 minutes, ethyl cyclobutanecarboxylate (10 ml) was added. The mixture was stirred for a further 30 minutes before addition of diiodomethane (6.4 ml), and then for 3 hours, during which it warmed to room temperature. It was quenched with water (30 ml) and the tetrah... Reactants: C(C1=CC=CC=C1)OC(=O)N1[C@@H](CCC1)CS(=O)(=O)C ((S)-2-methanesulfonylmethyl-pyrrolidine-1-carboxylic acid benzyl ester). Run in C(C)O (ethanol). Yields the product CS(=O)(=O)C[C@H]1NCCC1 ((S)-2-Methanesulfonylmethyl-pyrrolidine). Isolated yield 92.9%. RXN SMILES: C(OC([N:11]1[CH2:15][CH2:14][CH2:13][C@H:12]1[CH2:16][S:17]([CH3:20])(=[O:19])=[O:18])=O)C1C=CC=CC=1>C(O)C>[CH3:20][S:17]([CH2:16][C@@H:12]1[CH2:13][CH2:14][CH2:15][NH:11]1)(=[O:19])=[O:18]. Procedure details: A solution of 0.86 g (2.9 mmol) (S)-2-methanesulfonylmethyl-pyrrolidine-1-carboxylic acid benzyl ester in 15 ml ethanol was deoxygenated by three cycles of evacuation and flushing with argon. After addition of 0.15 g palladium on charcoal (10%) the reaction vessel was evacuated and filled with hydrogen gas. The reaction mixture was stirred at room temperature under an atmosphere of hydrogen over night. Filtration over decalite and evaporation of the solvent in vacuo gave 0.44 g (93%) of the crud...